Dataset: the Open Reaction Database (ORD), a public repository of structured organic reaction records. Task: describe an organic reaction: reactants, conditions, products, and yield The reactants are ClC1=CN=CC(=N1)C(=O)Cl (6-chloropyrazine-2-carbonyl Chloride), C(C)(C)OC=1C=C(N)C=CC1 (3-isopropoxyaniline). Run in C(Cl)Cl (CH2Cl2). Product: ClC1=CN=CC(=N1)C(=O)NC1=CC(=CC=C1)OC(C)C (6-chloro-N-(3-isopropoxyphenyl)pyrazine-2-carboxamide). As a reaction SMILES: [Cl:1][C:2]1[N:7]=[C:6]([C:8](Cl)=[O:9])[CH:5]=[N:4][CH:3]=1.[CH:11]([O:14][C:15]1[CH:16]=[C:17]([CH:19]=[CH:20][CH:21]=1)[NH2:18])([CH3:13])[CH3:12]>C(Cl)Cl>[Cl:1][C:2]1[N:7]=[C:6]([C:8]([NH:18][C:17]2[CH:19]=[CH:20][CH:21]=[C:15]([O:14][CH:11]([CH3:13])[CH3:12])[CH:16]=2)=[O:9])[CH:5]=[N:4][CH:3]=1. Procedure details: The product from Example 15B was reacted with 3-isopropoxyaniline and TEA in CH2Cl2 as described in Example 15C to afford the title compound. MS (DCI/NH3) m/z 309 (M+H)+.